Dataset: the Open Reaction Database (ORD), a public repository of structured organic reaction records. Task: describe an organic reaction: reactants, conditions, products, and yield Reactants: BrC1=CC=CC(=N1)C(C#C)O (1-(6-Bromopyridin-2-yl)prop-2-yn-1-ol), O=C1C(O)=C([O-])[C@H](O1)[C@@H](O)CO.[Na+] (sodium ascorbate), CuSO4.5H2O, N(=[N+]=[N-])CC(=O)OCC (ethyl azidoacetate). The solvent is CC(C)(C)O (t-BuOH), O (water), O (water), C(=O)(O)[O-].[Na+] (NaHCO3), O (water). Conditions: time 8 hour. Yields the product C(C)OC(CN1N=NC(=C1)C(O)C1=NC(=CC=C1)Br)=O (Ethyl{4-[(6-bromopyridin-2-yl)(hydroxy)methyl]-1H-1,2,3-triazol-1-yl}acetate). RXN SMILES: [Br:1][C:2]1[N:7]=[C:6]([CH:8]([OH:11])[C:9]#[CH:10])[CH:5]=[CH:4][CH:3]=1.[N:12]([CH2:15][C:16]([O:18][CH2:19][CH3:20])=[O:17])=[N+:13]=[N-:14].O=C1O[C@H]([C@H](CO)O)C([O-])=C1O.[Na+]>CC(O)(C)C.O.C([O-])(O)=O.[Na+]>[CH2:19]([O:18][C:16](=[O:17])[CH2:15][N:12]1[CH:10]=[C:9]([CH:8]([C:6]2[CH:5]=[CH:4][CH:3]=[C:2]([Br:1])[N:7]=2)[OH:11])[N:14]=[N:13]1)[CH3:20] |f:2.3,6.7|. Procedure: 1-(6-Bromopyridin-2-yl)prop-2-yn-1-ol (Example 512, Step 1) (500 mg, 2.36 mmol) and ethyl azidoacetate (1.46 mL, 2.59 mmol) were combined in t-BuOH (5.0 mL) and water (3.0 mL). CuSO4.5H2O (29 mg, 0.12 mmol) in water (1.0 mL) was added, followed by sodium ascorbate (93 mg, 0.47 mmol) in water (1.0 mL). The reaction was stirred at room temperature overnight, diluted with saturated NaHCO3, and extracted with EtOAc (2×). The combined organic layers were washed with brine, dried (MgSO4), filtered, an... The reactants are N(N)C1=CC2=C(N=N1)CCCCCC2 (3-hydrazino-5,6,7,8,9,10-hexahydrocycloocta[c]pyridazine), CC(=O)C (acetone). Product: C(C)(C)=NNC1=CC2=C(N=N1)CCCCCC2 (5,6,7,8,9,10-Hexahydro-3-isopropylidenehydrazinocycloocta[c]pyridazine). RXN SMILES: [NH:1]([C:3]1[N:8]=[N:7][C:6]2[CH2:9][CH2:10][CH2:11][CH2:12][CH2:13][CH2:14][C:5]=2[CH:4]=1)[NH2:2].[CH3:15][C:16]([CH3:18])=O>>[C:16](=[N:2][NH:1][C:3]1[N:8]=[N:7][C:6]2[CH2:9][CH2:10][CH2:11][CH2:12][CH2:13][CH2:14][C:5]=2[CH:4]=1)([CH3:18])[CH3:15]. Reported procedure: A solution of 0.5 g of 3-hydrazino-5,6,7,8,9,10-hexahydrocycloocta[c]pyridazine in 15 cc of absolute acetone is heated on a water bath for 1 hour. After cooling the title compound crystallizes. M.P. 165°-167° (decomp.). The product is OC1=CC=2C=3C4=C(C(=CC3N(C2C=C1)CCCN1CCNCC1)C1=CC=CC=C1)C(NC4=O)=O (9-Hydroxy-4-phenyl-6-[3-(1-piperazinyl)propyl]pyrrolo[3,4-c]carbazole-1,3(2H,6H)-dione). Reactants: BrCCCN1C=2C=CC(=CC2C=2C3=C(C(=CC12)C1=CC=CC=C1)C(NC3=O)=O)O (6-(3-Bromopropyl)-9-hydroxy-4-phenylpyrrolo[3,4-c]carbazole-1,3(2H,6H)-dione), N1CCNCC1 (piperazine). Reaction SMILES: Br[CH2:2][CH2:3][CH2:4][N:5]1[C:17]2[CH:16]=[C:15]([C:18]3[CH:23]=[CH:22][CH:21]=[CH:20][CH:19]=3)[C:14]3[C:24](=[O:28])[NH:25][C:26](=[O:27])[C:13]=3[C:12]=2[C:11]2[CH:10]=[C:9]([OH:29])[CH:8]=[CH:7][C:6]1=2.[NH:30]1[CH2:35][CH2:34][NH:33][CH2:32][CH2:31]1>>[OH:29][C:9]1[CH:8]=[CH:7][C:6]2[N:5]([CH2:4][CH2:3][CH2:2][N:30]3[CH2:35][CH2:34][NH:33][CH2:32][CH2:31]3)[C:17]3[CH:16]=[C:15]([C:18]4[CH:19]=[CH:20][CH:21]=[CH:22][CH:23]=4)[C:14]4[C:24](=[O:28])[NH:25][C:26](=[O:27])[C:13]=4[C:12]=3[C:11]=2[CH:10]=1. The yield is 55.0%. Conditions: time 20 hour. Reported procedure: Bromide (204) (70 mg, 0.16 mmol) prepared as described in example 173 was reacted with piperazine according to The procedure described in example 179 except that the reaction was performed at room temperature for 20 h, to give amine (215) (40 mg, 55%) as a yellow powder, mp 178–183° C. 1H NMR δ [(CD3)2SO] 11.0 (br s, 1H), 9.35 (br s, 1H), 8.40 (d, J=2.4 Hz, 1H), 7.78 (s, 1H), 7.62 (m, 2H), 7.56 (d, J=8.8 Hz, 1H), 7.45 (m, 3H), 7.14 (dd, J=8.8, 2.4 Hz, 1H), 4.49 (t, J=6.3 Hz, 2H), 2.52 (m, 4H), 2...